From a dataset of the Open Reaction Database (ORD), a public repository of structured organic reaction records. describe an organic reaction: reactants, conditions, products, and yield Reactants: Cl (hydrochloric acid), C(C1=CC=CC=C1)N1CC(N(C2=CC=CC=C12)C=O)CN(C)C (4-benzyl-2-(N,N-dimethylamino)methyl-1-formyl-1,2,3,4-tetrahydroquinoxaline). Reagents/catalysts: [Pd] (Pd-C). Run in CO (methanol). Reaction conditions: time 2 hour. The product is CN(C)CC1N(C2=CC=CC=C2NC1)C=O (2-(N,N-dimethylamino)methyl-1-formyl-1,2,3,4-tetrahydroquinoxaline). Yield: 76.6%. RXN SMILES: Cl.C([N:9]1[C:18]2[C:13](=[CH:14][CH:15]=[CH:16][CH:17]=2)[N:12]([CH:19]=[O:20])[CH:11]([CH2:21][N:22]([CH3:24])[CH3:23])[CH2:10]1)C1C=CC=CC=1>[Pd].CO>[CH3:24][N:22]([CH2:21][CH:11]1[CH2:10][NH:9][C:18]2[C:13](=[CH:14][CH:15]=[CH:16][CH:17]=2)[N:12]1[CH:19]=[O:20])[CH3:23]. Reported procedure: 10% Pd-C (175 mg) and concentrated hydrochloric acid (0.3 ml) were added to a methanol (15 ml) solution of 4-benzyl-2-(N,N-dimethylamino)methyl-1-formyl-1,2,3,4-tetrahydroquinoxaline (350 mg). The reaction mixture was subjected to catalytic hydrogenation at room temperature under 4.5 atmospheric pressure for 2 hours. The catalyst was removed by filtration and the filtrate was concentrated. 10% Aqueous potassium carbonate solution was added to the residue, which was extracted with ethyl acetate. ...